From a dataset of the Open Reaction Database (ORD), a public repository of structured organic reaction records. describe an organic reaction: reactants, conditions, products, and yield Reactants: [Al+3], [Cl-], [Cl-], [Cl-], O=C(Cl)CCc1ccc(F)c(F)c1, S=C=S. The product is O=C1CCc2cc(F)c(F)cc21. As a reaction SMILES: [Al+3:2].[Cl-:1].[Cl-:3].[Cl-:4].[F:5][c:6]1[cH:7][c:8]([CH2:13][CH2:14][C:15](=[O:16])[Cl:17])[cH:9][cH:10][c:11]1[F:12].[S:18]=[C:19]=[S:20]>>[F:5][c:6]1[cH:7][c:8]2[c:9]([cH:10][c:11]1[F:12])[C:15](=[O:16])[CH2:14][CH2:13]2. Starting materials: CCC(=O)N1CCC(Cc2n[nH]c(=O)n2-c2ccc(Br)cc2)C1, O=C([O-])[O-], CC1(C)OB(c2ccc3cccnc3c2)OC1(C)C, [K+], [K+], C1COCCO1. Product: CCC(=O)N1CCC(Cc2n[nH]c(=O)n2-c2ccc(-c3ccc4cccnc4c3)cc2)C1. Reaction SMILES: [Br:1][c:2]1[cH:3][cH:4][c:5](-[n:8]2[c:9](=[O:23])[nH:10][n:11][c:12]2[CH2:13][CH:14]2[CH2:15][N:16]([C:19]([CH2:20][CH3:21])=[O:22])[CH2:17][CH2:18]2)[cH:6][cH:7]1.[C:43](=[O:44])([O-:45])[O-:46].[CH3:24][C:25]1([CH3:26])[C:27]([CH3:28])([CH3:29])[O:30][B:31]([c:32]2[cH:33][cH:34][c:35]3[cH:36][cH:37][cH:38][n:39][c:40]3[cH:41]2)[O:42]1.[K+:47].[K+:48].[O:49]1[CH2:50][CH2:51][O:52][CH2:53][CH2:54]1>>[c:2]1(-[c:32]2[cH:33][cH:34][c:35]3[cH:36][cH:37][cH:38][n:39][c:40]3[cH:41]2)[cH:3][cH:4][c:5](-[n:8]2[c:9](=[O:23])[nH:10][n:11][c:12]2[CH2:13][CH:14]2[CH2:15][N:16]([C:19]([CH2:20][CH3:21])=[O:22])[CH2:17][CH2:18]2)[cH:6][cH:7]1. Reactants: C(C)(=O)O (Acetic acid), C(C1=CC=CC=C1)(=O)C1=CC=C(C=C1)N1CCC(CC1)N1C(C2=CC=CC=C2C1)=O (2-[1-(4-Benzoylphenyl)-4-piperidinyl]-2,3-dihydro-1H-isoindol-1-one), compound, [BH4-].[Na+] (sodium borohydride), CO.C1CCOC1 (MeOH THF). Reaction conditions: temperature 0 celsius, time 2 hour. Yields the product C1(=CC=CC=C1)C(C1=CC=C(C=C1)N1CCC(CC1)N1C(C2=CC=CC=C2C1)=O)OCC1=CC=CC=C1 (2,3-Dihydro-2-[1-[4-[phenyl(phenylmethoxy)methyl]phenyl]-4-piperidinyl]-1H-isoindol-1-one). The yield is 71.0%. As a reaction SMILES: [C:1]([C:9]1[CH:14]=[CH:13][C:12]([N:15]2[CH2:20][CH2:19][CH:18]([N:21]3[CH2:29][C:28]4[C:23](=[CH:24][CH:25]=[CH:26][CH:27]=4)[C:22]3=[O:30])[CH2:17][CH2:16]2)=[CH:11][CH:10]=1)(=[O:8])[C:2]1[CH:7]=[CH:6][CH:5]=[CH:4][CH:3]=1.[BH4-].[Na+].[C:33](O)(=O)[CH3:34].[CH3:37]O.[CH2:39]1[CH2:43]O[CH2:41][CH2:40]1>>[C:2]1([CH:1]([O:8][CH2:37][C:33]2[CH:34]=[CH:43][CH:39]=[CH:40][CH:41]=2)[C:9]2[CH:10]=[CH:11][C:12]([N:15]3[CH2:16][CH2:17][CH:18]([N:21]4[CH2:29][C:28]5[C:23](=[CH:24][CH:25]=[CH:26][CH:27]=5)[C:22]4=[O:30])[CH2:19][CH2:20]3)=[CH:13][CH:14]=2)[CH:7]=[CH:6][CH:5]=[CH:4][CH:3]=1 |f:1.2,4.5|. Procedure: To a solution of Example 280 compound (500 mg, 1.26 mmol) in MeOH/THF (1:1) (30 mL) at 0° C. was added sodium borohydride (48 mg, 1.26 mmol). The reaction was stirred at 0° C. for 2 hours then warmed to RT overnight. Acetic acid was added to quench the reaction until the reaction was pH 6 by pH paper. The resulting mixture was evaporated to dryness. Ethyl ether (200 mL) was added to the residue, and the organic layer was washed with water (2×50 mL), saturated sodium bicarbonate solution (2×50 mL... Reactants: CC(O)c1cc(Br)ccc1Cl, COCCN(CCOC)S(F)(F)F, ClCCl, O. Product: CC(F)c1cc(Br)ccc1Cl. As a reaction SMILES: [Br:14][c:15]1[cH:16][cH:17][c:18]([Cl:24])[c:19]([CH:21]([CH3:22])[OH:23])[cH:20]1.[CH3:1][O:2][CH2:3][CH2:4][N:5]([S:6]([F:7])([F:8])[F:11])[CH2:9][CH2:10][O:12][CH3:13].[Cl:25][CH2:26][Cl:27].[OH2:28]>>[F:11][CH:21]([c:19]1[c:18]([Cl:24])[cH:17][cH:16][c:15]([Br:14])[cH:20]1)[CH3:22].